Dataset: the Open Reaction Database (ORD), a public repository of structured organic reaction records. Task: describe an organic reaction: reactants, conditions, products, and yield The reactants are CCCC(C)(C)CO, Nc1nc(Cl)nc2c1ncn2C1CCCCO1, [H-], [Na+]. Product: CCCC(C)(C)COc1nc(N)c2ncn(C3CCCCO3)c2n1. RXN SMILES: [CH3:18][C:19]([CH2:20][OH:21])([CH2:22][CH2:23][CH3:24])[CH3:25].[Cl:1][c:2]1[n:3][c:4]([NH2:17])[c:5]2[n:6][cH:7][n:8]([CH:11]3[O:12][CH2:13][CH2:14][CH2:15][CH2:16]3)[c:9]2[n:10]1.[H-:26].[Na+:27]>>[c:2]1([O:21][CH2:20][C:19]([CH3:18])([CH2:22][CH2:23][CH3:24])[CH3:25])[n:3][c:4]([NH2:17])[c:5]2[n:6][cH:7][n:8]([CH:11]3[O:12][CH2:13][CH2:14][CH2:15][CH2:16]3)[c:9]2[n:10]1. The reactants are C(C1=CC=CC=C1)(C1=CC=CC=C1)N1CC(C1)(C(=O)N)NCC (1-benzhydryl-3-ethylaminoazetidine-3-carboxylic acid amide), Cl (HCl), CCOCC (ether). Solvent: CO (methanol). Yields the product Cl.C(C)NC1(CNC1)C(=O)N (3-Ethylaminoazetidine-3-carboxylic Acid Amide, Hydrochloride Salt). Reaction SMILES: C([N:14]1[CH2:17][C:16]([NH:21][CH2:22][CH3:23])([C:18]([NH2:20])=[O:19])[CH2:15]1)(C1C=CC=CC=1)C1C=CC=CC=1.[ClH:24].CCOCC>CO>[ClH:24].[CH2:22]([NH:21][C:16]1([C:18]([NH2:20])=[O:19])[CH2:17][NH:14][CH2:15]1)[CH3:23] |f:4.5|. Procedure details: Alternatively, a solution of 1-benzhydryl-3-ethylaminoazetidine-3-carboxylic acid amide (I-2A-1g; 9.2 g, 30 mmol) in methanol (150 ml) at 0° C. was added 1 M HCl in ether (75 ml, 75 mmol). The mixture was concentrated to ⅔ volume to remove the ether, in vacuo, and then methanol was added to bring the reaction volume to 150 mL. This was repeated a second time. After the addition of 20% Pd(OH)2 on carbon (50% water; 2.3 g), the mixture was placed on a Parr® shaker and then reduced (45 psi H2) at r...